Dataset: the Open Reaction Database (ORD), a public repository of structured organic reaction records. Task: describe an organic reaction: reactants, conditions, products, and yield Reactants: COc1cc(Br)ccc1Cl, NCCc1ccc(C(F)(F)F)cn1. Product: COc1cc(NCCc2ccc(C(F)(F)F)cn2)ccc1Cl. Reaction SMILES: [Br:1][c:2]1[cH:3][cH:4][c:5]([Cl:10])[c:6]([O:8][CH3:9])[cH:7]1.[F:11][C:12]([c:13]1[cH:14][cH:15][c:16]([CH2:19][CH2:20][NH2:21])[n:17][cH:18]1)([F:22])[F:23]>>[c:2]1([NH:21][CH2:20][CH2:19][c:16]2[cH:15][cH:14][c:13]([C:12]([F:11])([F:22])[F:23])[cH:18][n:17]2)[cH:3][cH:4][c:5]([Cl:10])[c:6]([O:8][CH3:9])[cH:7]1. The reactants are CCOC(=O)c1coc(-c2ccccc2)n1, ClC(Cl)Cl, O=C1CCC(=O)N1Cl, O=S(=O)(O)O. Yields the product CCOC(=O)c1nc(-c2ccccc2)oc1Cl. As a reaction SMILES: [CH2:1]([CH3:2])[O:3][C:4](=[O:5])[c:6]1[n:7][c:8](-[c:11]2[cH:12][cH:13][cH:14][cH:15][cH:16]2)[o:9][cH:10]1.[CH:30]([Cl:31])([Cl:32])[Cl:33].[Cl:17][N:18]1[C:19](=[O:20])[CH2:21][CH2:22][C:23]1=[O:24].[S:25](=[O:26])(=[O:27])([OH:28])[OH:29]>>[CH2:1]([CH3:2])[O:3][C:4](=[O:5])[c:6]1[n:7][c:8](-[c:11]2[cH:12][cH:13][cH:14][cH:15][cH:16]2)[o:9][c:10]1[Cl:17]. Reactants: COC(=O)CC(=O)OC, COC(=O)C(=Cc1c(OC)cc(OC)cc1OC)[N+](=O)[O-], CN1CCOCC1, CO, ClC(Cl)Cl, [Mg+2], O, O=S(=O)([O-])C(F)(F)F, O=S(=O)([O-])C(F)(F)F. Yields the product COC(=O)C(C(=O)OC)C(c1c(OC)cc(OC)cc1OC)C(C(=O)OC)[N+](=O)[O-]. RXN SMILES: [C:40]([CH2:41][C:42](=[O:43])[O:44][CH3:45])(=[O:46])[O:47][CH3:48].[CH3:19][O:20][C:21]([C:22](=[CH:23][c:24]1[c:25]([O:34][CH3:35])[cH:26][c:27]([O:32][CH3:33])[cH:28][c:29]1[O:30][CH3:31])[N+:36](=[O:37])[O-:38])=[O:39].[CH3:49][N:50]1[CH2:51][CH2:52][O:53][CH2:54][CH2:55]1.[CH3:56][OH:57].[CH:58]([Cl:59])([Cl:60])[Cl:61].[Mg+2:9].[OH2:18].[S:10]([O-:11])([C:12]([F:13])([F:14])[F:15])(=[O:16])=[O:17].[S:1]([O-:2])([C:3]([F:4])([F:5])[F:6])(=[O:7])=[O:8]>>[CH3:19][O:20][C:21]([CH:22]([CH:23]([c:24]1[c:25]([O:34][CH3:35])[cH:26][c:27]([O:32][CH3:33])[cH:28][c:29]1[O:30][CH3:31])[CH:41]([C:40](=[O:46])[O:47][CH3:48])[C:42](=[O:43])[O:44][CH3:45])[N+:36](=[O:37])[O-:38])=[O:39]. The reactants are [Br-], CC(=O)[O-], CCOC(C)=O, [Cl-], OCl, [K+], [Na+], [Na+], [Na+], [Na], O=C1CC2C(CC(OC3CCCCO3)C2CO)O1, O, O, O=C([O-])O. The product is O=CC1C(OC2CCCCO2)CC2OC(=O)CC21. Reaction SMILES: [Br-:25].[CH3:20][C:21](=[O:22])[O-:23].[CH3:37][CH2:38][O:39][C:40](=[O:41])[CH3:42].[Cl-:27].[Cl:29][OH:30].[K+:24].[Na+:19].[Na+:28].[Na+:32].[Na:31].[O:1]=[C:2]1[O:3][CH:4]2[CH2:5][CH:6]([O:12][CH:13]3[O:14][CH2:15][CH2:16][CH2:17][CH2:18]3)[CH:7]([CH2:10][OH:11])[CH:8]2[CH2:9]1.[OH2:26].[OH2:43].[OH:33][C:34](=[O:35])[O-:36]>>[O:1]=[C:2]1[O:3][CH:4]2[CH2:5][CH:6]([O:12][CH:13]3[O:14][CH2:15][CH2:16][CH2:17][CH2:18]3)[CH:7]([CH:10]=[O:11])[CH:8]2[CH2:9]1. Starting materials: CS(=O)(=O)N(C1=C(C=CC=C1)C1=CC=C2C=NC(=NN21)OS(=O)(=O)C(F)(F)F)C (trifluoro-methanesulfonic acid 7-[2-(methanesulfonyl-methyl-amino)-phenyl]-pyrrolo[2,1-f][1,2,4]triazin-2-yl ester), NC1=CC=C(C=C1)C1C(N(CCN1C)C)=O (3-(4-amino-phenyl)-1,4-dimethyl-piperazin-2-one). Yields the product CN1C(C(N(CC1)C)=O)C1=CC=C(C=C1)NC1=NN2C(C=N1)=CC=C2C2=C(C=CC=C2)N(S(=O)(=O)C)C (N-(2-{2-[4-(1,4-Dimethyl-3-oxo-piperazin-2-yl)-phenylamino]-pyrrolo[2,1-f][1,2,4]triazin-7-yl}-phenyl)-N-methyl-methanesulfonamide), foam. Isolated yield 53.0%. As a reaction SMILES: [CH3:1][S:2]([N:5]([CH3:29])[C:6]1[CH:11]=[CH:10][CH:9]=[CH:8][C:7]=1[C:12]1[N:20]2[C:15]([CH:16]=[N:17][C:18](OS(C(F)(F)F)(=O)=O)=[N:19]2)=[CH:14][CH:13]=1)(=[O:4])=[O:3].[NH2:30][C:31]1[CH:36]=[CH:35][C:34]([CH:37]2[N:42]([CH3:43])[CH2:41][CH2:40][N:39]([CH3:44])[C:38]2=[O:45])=[CH:33][CH:32]=1>>[CH3:43][N:42]1[CH2:41][CH2:40][N:39]([CH3:44])[C:38](=[O:45])[CH:37]1[C:34]1[CH:35]=[CH:36][C:31]([NH:30][C:18]2[N:17]=[CH:16][C:15]3=[CH:14][CH:13]=[C:12]([C:7]4[CH:8]=[CH:9][CH:10]=[CH:11][C:6]=4[N:5]([CH3:29])[S:2]([CH3:1])(=[O:4])=[O:3])[N:20]3[N:19]=2)=[CH:32][CH:33]=1. Procedure details: N-(2-{2-[4-(1,4-Dimethyl-3-oxo-piperazin-2-yl)-phenylamino]-pyrrolo[2,1-f][1,2,4]triazin-7-yl}-phenyl)-N-methyl-methanesulfonamide was prepared from trifluoro-methanesulfonic acid 7-[2-(methanesulfonyl-methyl-amino)-phenyl]-pyrrolo[2,1-f][1,2,4]triazin-2-yl ester and 3-(4-amino-phenyl)-1,4-dimethyl-piperazin-2-one in an analogous manner to Example 1061. Product isolated as an orange foam (80 mg, 53%). LCMS (m/e) 520 (M+H); 1H-NMR (CDCl3, 400 MHz) δ 8.71 (s, 1H), 7.95-7.88 (m, 1H), 7.58-7.46 (m, ...